From a dataset of the Open Reaction Database (ORD), a public repository of structured organic reaction records. describe an organic reaction: reactants, conditions, products, and yield The reactants are C(C1=CC=CC=C1)(C1=CC=CC=C1)N1CC(C1)=O (1-benzhydrylazetidin-3-one), C[Mg]I (methylmagnesium iodide), C(O)([O-])=O.[Na+] (sodium hydrogen carbonate). Run in O1CCCC1 (tetrahydrofuran). Run at time 1 hour. Product: C(C1=CC=CC=C1)(C1=CC=CC=C1)N1CC(C1)(O)C (1-Benzhydryl-3-methylazetidin-3-ol). Yield: 104.0%. As a reaction SMILES: [CH:1]([N:14]1[CH2:17][C:16](=[O:18])[CH2:15]1)([C:8]1[CH:13]=[CH:12][CH:11]=[CH:10][CH:9]=1)[C:2]1[CH:7]=[CH:6][CH:5]=[CH:4][CH:3]=1.[CH3:19][Mg]I.C(=O)([O-])O.[Na+]>O1CCCC1>[CH:1]([N:14]1[CH2:17][C:16]([CH3:19])([OH:18])[CH2:15]1)([C:8]1[CH:13]=[CH:12][CH:11]=[CH:10][CH:9]=1)[C:2]1[CH:3]=[CH:4][CH:5]=[CH:6][CH:7]=1 |f:2.3|. Reported procedure: To a tetrahydrofuran solution (10 mL) of 1-benzhydrylazetidin-3-one (530 mg, 1.94 mmol), methylmagnesium iodide (0.84 M ether solution) (4.62 mL, 3.88 mmol) was added at 0° C. under a nitrogen stream, and the mixture was stirred for one hour at the same temperature. A saturated aqueous solution of sodium hydrogen carbonate (20 mL) was added to the reaction liquor, and the mixture was stirred for 15 minutes. Then, the reaction liquor was filtered through celite, and the filtrate was extracted wit...